Task: describe an organic reaction: reactants, conditions, products, and yield. Dataset: the Open Reaction Database (ORD), a public repository of structured organic reaction records Starting materials: CO, CCO, Cc1cc([N+](=O)[O-])ccc1NC(=O)CCl, [H][H], c1ccsc1. Product: Cc1cc(N)ccc1NC(=O)CCl. RXN SMILES: [CH3:26][OH:27].[CH3:6][CH2:7][OH:8].[Cl:9][CH2:10][C:11](=[O:12])[NH:13][c:14]1[c:15]([CH3:23])[cH:16][c:17]([N+:20]([O-:21])=[O:22])[cH:18][cH:19]1.[H:24][H:25].[cH:1]1[cH:2][s:3][cH:4][cH:5]1>>[Cl:9][CH2:10][C:11](=[O:12])[NH:13][c:14]1[c:15]([CH3:23])[cH:16][c:17]([NH2:20])[cH:18][cH:19]1. Starting materials: CCO, [Ca+2], [Cl-], [Cl-], [Fe], CCCn1c(CSc2ccc([N+](=O)[O-])cc2)n[nH]c1=O. Product: CCCn1c(CSc2ccc(N)cc2)n[nH]c1=O. Reaction SMILES: [CH3:25][CH2:26][OH:27].[Ca+2:23].[Cl-:21].[Cl-:22].[Fe:24].[N+:1]([O-:2])(=[O:3])[c:4]1[cH:5][cH:6][c:7]([S:10][CH2:11][c:12]2[n:13][nH:14][c:15](=[O:20])[n:16]2[CH2:17][CH2:18][CH3:19])[cH:8][cH:9]1>>[NH2:1][c:4]1[cH:5][cH:6][c:7]([S:10][CH2:11][c:12]2[n:13][nH:14][c:15](=[O:20])[n:16]2[CH2:17][CH2:18][CH3:19])[cH:8][cH:9]1. Reactants: ClC1=CC=C(C=N1)S(=O)(=O)Cl (6-chloropyridine-3-sulfonylchloride), CNCCN1CCCC1 (methyl-(2-pyrrolidin-1-ylethyl)amine). The solvent is C(Cl)Cl (methylene chloride), C(Cl)Cl (methylene chloride). Yields the product ClC1=CC=C(C=N1)S(=O)(=O)N(CCN1CCCC1)C (6-Chloro-N-methyl-N-(2-pyrrolidin-1-ylethyl)pyridine-3-sulfonamide). Isolated yield 82.3%. As a reaction SMILES: [Cl:1][C:2]1[N:7]=[CH:6][C:5]([S:8](Cl)(=[O:10])=[O:9])=[CH:4][CH:3]=1.[CH3:12][NH:13][CH2:14][CH2:15][N:16]1[CH2:20][CH2:19][CH2:18][CH2:17]1>C(Cl)Cl>[Cl:1][C:2]1[N:7]=[CH:6][C:5]([S:8]([N:13]([CH3:12])[CH2:14][CH2:15][N:16]2[CH2:20][CH2:19][CH2:18][CH2:17]2)(=[O:10])=[O:9])=[CH:4][CH:3]=1. Procedure: To a solution of 6-chloropyridine-3-sulfonylchloride (636 mg, 3 mmol; described in: Naegeli, C. et al. Helv. Chim. Actal. 1938, 21, 1746-1750) in methylene chloride (10 mL) was added methyl-(2-pyrrolidin-1-ylethyl)amine (384 mg, 3 mmol; described in: J. Amer. Chem. Soc. 1955, 77, 3632-3634) dissolved in methylene chloride (10 mL) dropwise. The reaction mixture was stirred over night at room temperature followed by the extraction with aqueous HCl (3%). The acidic water layer was alkalized with an...